Dataset: the Open Reaction Database (ORD), a public repository of structured organic reaction records. Task: describe an organic reaction: reactants, conditions, products, and yield The reactants are CCOC(=O)C(CO)(C(=O)OCC)c1ccccc1, CCN=C=NCCCN(C)C, ClCCl, Cc1cc(CC(=O)O)ccc1[N+](=O)[O-], CN(C)c1ccncc1, Cl. Product: CCOC(=O)C(COC(=O)Cc1ccc([N+](=O)[O-])c(C)c1)(C(=O)OCC)c1ccccc1. Reaction SMILES: [CH2:15]([CH3:16])[O:17][C:18]([C:19]([C:20](=[O:21])[O:22][CH2:23][CH3:24])([c:25]1[cH:26][cH:27][cH:28][cH:29][cH:30]1)[CH2:31][OH:32])=[O:33].[CH2:35]([N:36]=[C:37]=[N:38][CH2:39][CH2:40][CH2:41][N:42]([CH3:43])[CH3:44])[CH3:45].[CH2:46]([Cl:47])[Cl:48].[CH3:1][c:2]1[cH:3][c:4]([CH2:11][C:12](=[O:13])[OH:14])[cH:5][cH:6][c:7]1[N+:8](=[O:9])[O-:10].[CH3:49][N:50]([CH3:51])[c:52]1[cH:53][cH:54][n:55][cH:56][cH:57]1.[ClH:34]>>[CH3:1][c:2]1[cH:3][c:4]([CH2:11][C:12]([O:13][CH2:31][C:19]([C:18]([O:17][CH2:15][CH3:16])=[O:33])([C:20](=[O:21])[O:22][CH2:23][CH3:24])[c:25]2[cH:26][cH:27][cH:28][cH:29][cH:30]2)=[O:14])[cH:5][cH:6][c:7]1[N+:8](=[O:9])[O-:10].